This data is from the Open Reaction Database (ORD), a public repository of structured organic reaction records. The task is: describe an organic reaction: reactants, conditions, products, and yield Starting materials: COC(C1=C(C(=C(C=C1Cl)Cl)OC)N)=O (2-amino-4,6-dichloro-3-methoxybenzoic acid methyl ester), C(OCC)(OCC)OCC (triethyl orthoformate). The product is imidate, COC(C1=C(C(=C(C=C1Cl)Cl)OC)N=COCC)=O (4,6-dichloro-2-ethoxymethyleneamino-3-methoxybenzoic acid methyl ester). Reaction SMILES: [CH3:1][O:2][C:3](=[O:15])[C:4]1[C:9]([Cl:10])=[CH:8][C:7]([Cl:11])=[C:6]([O:12][CH3:13])[C:5]=1[NH2:14].[CH:16](OCC)(OCC)[O:17][CH2:18][CH3:19]>>[CH3:1][O:2][C:3](=[O:15])[C:4]1[C:9]([Cl:10])=[CH:8][C:7]([Cl:11])=[C:6]([O:12][CH3:13])[C:5]=1[N:14]=[CH:16][O:17][CH2:18][CH3:19]. Reported procedure: A solution of the 2-amino-4,6-dichloro-3-methoxybenzoic acid methyl ester (2-3) (6.35 g, 25.4 mmol) and triethyl orthoformate (60 mL, 361 mmol) was heated under reflux for 5 days. The solution was cooled to room temperature and evaporated under reduced pressure to afford the imidate, 4,6-dichloro-2-ethoxymethyleneamino-3-methoxybenzoic acid methyl ester (5-2), and starting material (7.80 g) as a brown oil; 5-2:2-3-9:1. Starting materials: CC1=NC=2C(=NC(=CC2C)C)N1CC1=CC=C(C=C1)NCC1CCNCC1 (4-[4-(2,5,7-Trimethyl-3H-imidazo[4,5-b]pyridin-3-ylmethyl)phenylamino]methylpiperidine), CN1CCC(CC1)=O (1-methyl-4-piperidone), [OH-].[Na+] (sodium hydroxide), C(C)(=O)O[BH-](OC(C)=O)OC(C)=O.[Na+] (sodium triacetoxyborohydride). Run in ClCCCl (1,2-dichloroethane). Conditions: time 20 minute. Yields the product CC1=NC=2C(=NC(=CC2C)C)N1CC1=CC=C(C=C1)NCC1CCN(CC1)C1CCN(CC1)C (4-[4-(2,5,7-Trimethyl-3H-imidazo[4,5-b]pyridin-3-ylmethyl)phenylamino]methyl-1-(1-methylpiperidin-4-yl)piperidine). Isolated yield 43.5%. RXN SMILES: [CH3:1][C:2]1[N:12]([CH2:13][C:14]2[CH:19]=[CH:18][C:17]([NH:20][CH2:21][CH:22]3[CH2:27][CH2:26][NH:25][CH2:24][CH2:23]3)=[CH:16][CH:15]=2)[C:5]2=[N:6][C:7]([CH3:11])=[CH:8][C:9]([CH3:10])=[C:4]2[N:3]=1.[CH3:28][N:29]1[CH2:34][CH2:33][C:32](=O)[CH2:31][CH2:30]1.C(O[BH-](OC(=O)C)OC(=O)C)(=O)C.[Na+].[OH-].[Na+]>ClCCCl>[CH3:1][C:2]1[N:12]([CH2:13][C:14]2[CH:19]=[CH:18][C:17]([NH:20][CH2:21][CH:22]3[CH2:23][CH2:24][N:25]([CH:32]4[CH2:33][CH2:34][N:29]([CH3:28])[CH2:30][CH2:31]4)[CH2:26][CH2:27]3)=[CH:16][CH:15]=2)[C:5]2=[N:6][C:7]([CH3:11])=[CH:8][C:9]([CH3:10])=[C:4]2[N:3]=1 |f:2.3,4.5|. Reported procedure: A solution of Compound 157 (0.250 g, 0.69 mmol) in 1,2-dichloroethane was added with 1-methyl-4-piperidone (0.128 mL, 1.04 mmol) followed by stirring for 20 minutes. The mixture was added with sodium triacetoxyborohydride (0.439 g, 2.07 mmol) followed by stirring at room temperature for 4 hours. The reaction mixture was added with a 2 mol/L aqueous sodium hydroxide solution and extracted with dichloromethane three times. The organic layer was dried over anhydrous magnesium sulfate and concentrat... The reactants are CO, COC(=O)Cc1c(C(=O)OC)cc(C)n1C, COC=O, [H-], [Na+], C1CCOC1. The product is COC(=O)c1cc(C)n(C)c1C(C=O)C(=O)OC. As a reaction SMILES: [CH3:23][OH:24].[CH3:3][n:4]1[c:5]([CH2:14][C:15](=[O:16])[O:17][CH3:18])[c:6]([C:10](=[O:11])[O:12][CH3:13])[cH:7][c:8]1[CH3:9].[CH:19](=[O:20])[O:21][CH3:22].[H-:1].[Na+:2].[O:25]1[CH2:26][CH2:27][CH2:28][CH2:29]1>>[CH3:3][n:4]1[c:5]([CH:14]([C:15](=[O:16])[O:17][CH3:18])[CH:19]=[O:20])[c:6]([C:10](=[O:11])[O:12][CH3:13])[cH:7][c:8]1[CH3:9]. Reactants: Cn1cc(Br)c2c(N)ncnc21, C1COCCO1, CC(C)(C)OC(=O)N1CCc2c1ccc(B1OC(C)(C)C(C)(C)O1)c2Cl, [K+], [K+], [K+], O=C(C=Cc1ccccc1)C=Cc1ccccc1, O=C(C=Cc1ccccc1)C=Cc1ccccc1, O=C(C=Cc1ccccc1)C=Cc1ccccc1, O, O=P([O-])([O-])[O-], [Pd], [Pd]. Yields the product Cn1cc(-c2ccc3c(c2Cl)CCN3C(=O)OC(C)(C)C)c2c(N)ncnc21. RXN SMILES: [Br:1][c:2]1[cH:3][n:4]([CH3:12])[c:5]2[n:6][cH:7][n:8][c:9]([NH2:11])[c:10]12.[CH2:47]1[O:48][CH2:49][CH2:50][O:51][CH2:52]1.[Cl:13][c:14]1[c:15]2[c:19]([cH:20][cH:21][c:22]1[B:23]1[O:24][C:25]([CH3:26])([CH3:27])[C:28]([CH3:29])([CH3:30])[O:31]1)[N:18]([C:32](=[O:33])[O:34][C:35]([CH3:36])([CH3:37])[CH3:38])[CH2:17][CH2:16]2.[K+:44].[K+:45].[K+:46].[O:56]=[C:57]([CH:58]=[CH:59][c:60]1[cH:61][cH:62][cH:63][cH:64][cH:65]1)[CH:66]=[CH:67][c:68]1[cH:69][cH:70][cH:71][cH:72][cH:73]1.[O:74]=[C:75]([CH:76]=[CH:77][c:78]1[cH:79][cH:80][cH:81][cH:82][cH:83]1)[CH:84]=[CH:85][c:86]1[cH:87][cH:88][cH:89][cH:90][cH:91]1.[O:92]=[C:93]([CH:94]=[CH:95][c:96]1[cH:97][cH:98][cH:99][cH:100][cH:101]1)[CH:102]=[CH:103][c:104]1[cH:105][cH:106][cH:107][cH:108][cH:109]1.[OH2:53].[P:39]([O-:40])([O-:41])([O-:42])=[O:43].[Pd:54].[Pd:55]>>[c:2]1(-[c:22]2[c:14]([Cl:13])[c:15]3[c:19]([cH:20][cH:21]2)[N:18]([C:32](=[O:33])[O:34][C:35]([CH3:36])([CH3:37])[CH3:38])[CH2:17][CH2:16]3)[cH:3][n:4]([CH3:12])[c:5]2[n:6][cH:7][n:8][c:9]([NH2:11])[c:10]12. The reactants are FCCBr, O=C([O-])[O-], CN(C)C(=O)c1cc2cnc(Nc3ccc(N4CCNCC4)cn3)nc2n1C1CCCC1, CC#N, Cl, [K+], [K+], CN(C)C=O. The product is CN(C)C(=O)c1cc2cnc(Nc3ccc(N4CCN(CCF)CC4)cn3)nc2n1C1CCCC1. As a reaction SMILES: [Br:40][CH2:41][CH2:42][F:43].[C:34](=[O:35])([O-:36])[O-:37].[CH3:2][N:3]([C:4](=[O:5])[c:6]1[cH:7][c:8]2[c:9]([n:10][c:11]([NH:14][c:15]3[n:16][cH:17][c:18]([N:21]4[CH2:22][CH2:23][NH:24][CH2:25][CH2:26]4)[cH:19][cH:20]3)[n:12][cH:13]2)[n:27]1[CH:28]1[CH2:29][CH2:30][CH2:31][CH2:32]1)[CH3:33].[CH3:44][C:45]#[N:46].[ClH:1].[K+:38].[K+:39].[O:47]=[CH:48][N:49]([CH3:50])[CH3:51]>>[CH3:2][N:3]([C:4](=[O:5])[c:6]1[cH:7][c:8]2[c:9]([n:10][c:11]([NH:14][c:15]3[n:16][cH:17][c:18]([N:21]4[CH2:22][CH2:23][N:24]([CH2:41][CH2:42][F:43])[CH2:25][CH2:26]4)[cH:19][cH:20]3)[n:12][cH:13]2)[n:27]1[CH:28]1[CH2:29][CH2:30][CH2:31][CH2:32]1)[CH3:33]. The reactants are C[O-].[Na+] (sodium methylate), Cl.NO (hydroxylamine hydrochloride), N1=C(C=CC=C1)C(=O)OC (methyl 2-pyridinecarboxylate). Solvent: CO (methyl alcohol). Run at time 8 hour. Yields the product ONC(=O)C1=NC=CC=C1 (N-hydroxy 2-pyridinecarboxamide). Reaction SMILES: Cl.[NH2:2][OH:3].C[O-].[Na+].[N:7]1[CH:12]=[CH:11][CH:10]=[CH:9][C:8]=1[C:13]([O:15]C)=O>CO>[OH:3][NH:2][C:13]([C:8]1[CH:9]=[CH:10][CH:11]=[CH:12][N:7]=1)=[O:15] |f:0.1,2.3|. Procedure details: To a suspension of 25.4 g. (365 mmole) of hydroxylamine hydrochloride in one liter of methyl alcohol were added 39.4 g. (730 mmole) of sodium methylate. A slight exotherm occurred and sodium chloride precipitated. The solution was allowed to cool to room temperature, 50 ml. (365 mmole) of methyl 2-pyridinecarboxylate were added, and the reaction mixture was stirred overnight. The mixture was filtered to remove the salt precipitate and the filtrate was evaporated to dryness. The residue was disso...